Dataset: the Open Reaction Database (ORD), a public repository of structured organic reaction records. Task: describe an organic reaction: reactants, conditions, products, and yield Starting materials: ClCCl (dichloromethane), OCCCCCCCCC=CCCCCCCCC (1-hydroxyoctadec-9-ene), CS(=O)(=O)Cl (methanesulfonyl chloride). The product is CS(=O)(=O)OCCCCCCCCC=CCCCCCCCC (1-methanesulfonyloxyoctadec-9-ene). As a reaction SMILES: ClCCl.[OH:4][CH2:5][CH2:6][CH2:7][CH2:8][CH2:9][CH2:10][CH2:11][CH2:12][CH:13]=[CH:14][CH2:15][CH2:16][CH2:17][CH2:18][CH2:19][CH2:20][CH2:21][CH3:22].[CH3:23][S:24](Cl)(=[O:26])=[O:25]>C(N(CC)CC)C>[CH3:23][S:24]([O:4][CH2:5][CH2:6][CH2:7][CH2:8][CH2:9][CH2:10][CH2:11][CH2:12][CH:13]=[CH:14][CH2:15][CH2:16][CH2:17][CH2:18][CH2:19][CH2:20][CH2:21][CH3:22])(=[O:26])=[O:25]. Reported procedure: To a mixture of 250 ml. of dichloromethane, 25 g. 1-hydroxyoctadec-9-ene and 16.7 g. of triethylamine cooled in an ice-salt bath to -10° C. is added dropwise, over 15 minutes, 18.9 g. of methanesulfonyl chloride. The mixture is cooled at -10° C. to -15° C. for 30 minutes and then washed with 300 ml. each of cold water, 10% hydrochloric acid, sodium carbonate solution and with saturated sodium chloride solution. The organic layer is dried with magnesium sulfate and concentrated in vacuo to give a... Solvent: C(C)N(CC)CC (triethylamine). Reactants: ClC1=NC=CC(=N1)OCC1=CC=C(C=C1)Cl (2-chloro-4-((4-chlorobenzyl)oxy)pyrimidine), [OH-].[Na+] (NaOH). The solvent is O1CCOCC1 (dioxane), O (water). Reaction conditions: temperature 0 celsius. Product: ClC1=CC=C(COC2=NC(NC=C2)=O)C=C1 (4-((4-Chlorobenzyl)oxy)pyrimidin-2(1H)-one). Yield: 5.0%. RXN SMILES: Cl[C:2]1[N:7]=[C:6]([O:8][CH2:9][C:10]2[CH:15]=[CH:14][C:13]([Cl:16])=[CH:12][CH:11]=2)[CH:5]=[CH:4][N:3]=1.[OH-:17].[Na+]>O1CCOCC1.O>[Cl:16][C:13]1[CH:14]=[CH:15][C:10]([CH2:9][O:8][C:6]2[CH:5]=[CH:4][NH:3][C:2](=[O:17])[N:7]=2)=[CH:11][CH:12]=1 |f:1.2|. Procedure: To a stirred solution of 2-chloro-4-((4-chlorobenzyl)oxy)pyrimidine (2.8 g) in dioxane and water (1:4, 30 ml) was added NaOH (440 mg), and the mixture was heated at reflux for 3 h. The reaction mixture was then cooled to 0° C. and the product was precipitated out from the reaction medium. The precipitate was collected by filtration, washed with cold water, and dried under vacuum to give the title compound (130 mg) as an off-white solid. Reactants: CC1=C(C=CC(=C1)N1CC(CC1)CN1C(CCC1)C)N (2-methyl-4-[3-(2-methyl-pyrrolidin-1-ylmethyl)-pyrrolidin-1-yl]-phenylamine), OC1C(OC2=CC=C(C=C2C1O)C(=O)O)(C)C (3,4-Dihydroxy-2,2-dimethyl-chroman-6-carboxylic acid). Product: CC1=C(C=CC(=C1)N1CC(CC1)CN1C(CCC1)C)NC(=O)C=1C=C2C(C(C(OC2=CC1)(C)C)O)O (3,4-Dihydroxy-2,2-dimethyl-chroman-6-carboxylic acid {2-methyl-4-[3-(2-methyl-pyrrolidin-1-ylmethyl)-pyrrolidin-1-yl]-phenyl}-amide). Reaction SMILES: [CH3:1][C:2]1[CH:7]=[C:6]([N:8]2[CH2:12][CH2:11][CH:10]([CH2:13][N:14]3[CH2:18][CH2:17][CH2:16][CH:15]3[CH3:19])[CH2:9]2)[CH:5]=[CH:4][C:3]=1[NH2:20].[OH:21][CH:22]1[CH:31]([OH:32])[C:30]2[C:25](=[CH:26][CH:27]=[C:28]([C:33](O)=[O:34])[CH:29]=2)[O:24][C:23]1([CH3:37])[CH3:36]>>[CH3:1][C:2]1[CH:7]=[C:6]([N:8]2[CH2:12][CH2:11][CH:10]([CH2:13][N:14]3[CH2:18][CH2:17][CH2:16][CH:15]3[CH3:19])[CH2:9]2)[CH:5]=[CH:4][C:3]=1[NH:20][C:33]([C:28]1[CH:29]=[C:30]2[C:25](=[CH:26][CH:27]=1)[O:24][C:23]([CH3:37])([CH3:36])[CH:22]([OH:21])[CH:31]2[OH:32])=[O:34]. Procedure: The title compound was prepared in a manner substantially the same as Example 1 by coupling 2-methyl-4-[3-(2-methyl-pyrrolidin-1-ylmethyl)-pyrrolidin-1-yl]-phenylamine with 3,4-Dihydroxy-2,2-dimethyl-chroman-6-carboxylic acid. MS: 494.6 (M+H). The reactants are NC[C@@H]1[C@@H](CN(CC1)C(=O)OC(C)(C)C)O (1,1-dimethylethyl (cis)-4-(aminomethyl)-3-hydroxy-1-piperidinecarboxylate), NC1=C(C=C(C2=C1CCO2)C(=O)N2C=NC=C2)Cl (N-[4-amino-5-chloro-2,3-dihydro-7-benzofuranoyl]-1H-imidazole). Solvent: C(C)#N (ACN). Run at temperature 0 celsius. Yields the product NC1=C(C=C(C2=C1CCO2)C(=O)NC[C@@H]2[C@@H](CN(CC2)C(=O)OC(C)(C)C)O)Cl ((±)-1,1-dimethylethyl cis-4-[[[(4-amino-5-chloro-2,3-dihydro-7-benzofuranyl)carbonyl]amino]methyl]-3-hydroxy-1-piperidinecarboxylate). The yield is 77.5%. Reaction SMILES: [NH2:1][CH2:2][C@H:3]1[CH2:8][CH2:7][N:6]([C:9]([O:11][C:12]([CH3:15])([CH3:14])[CH3:13])=[O:10])[CH2:5][C@H:4]1[OH:16].[NH2:17][C:18]1[C:23]2[CH2:24][CH2:25][O:26][C:22]=2[C:21]([C:27](N2C=CN=C2)=[O:28])=[CH:20][C:19]=1[Cl:34]>C(#N)C>[NH2:17][C:18]1[C:23]2[CH2:24][CH2:25][O:26][C:22]=2[C:21]([C:27]([NH:1][CH2:2][C@H:3]2[CH2:8][CH2:7][N:6]([C:9]([O:11][C:12]([CH3:13])([CH3:15])[CH3:14])=[O:10])[CH2:5][C@H:4]2[OH:16])=[O:28])=[CH:20][C:19]=1[Cl:34]. Procedure details: A mixture of intermediate (1-f) (0.09 mol) and intermediate (3-c) (0.087 mol) in ACN (600 ml) was stirred and refluxed for 1 hour. The reaction mixture was cooled to 0° C., and the solvent was evaporated. The residue was partitioned between DCM and water. The organic layer was separated, dried, filtered and the solvent was evaporated. The residue was purified by column chromatography over silica gel (eluent: CH2Cl2/(CH3OH/NH3) 97/3). The pure fractions were collected and the solvent was evaporat...